Task: describe an organic reaction: reactants, conditions, products, and yield. Dataset: the Open Reaction Database (ORD), a public repository of structured organic reaction records Starting materials: CO, COCCCOc1cc(OC)cc(C(=O)OC)c1, O=C(O)C(F)(F)F, [Na+], [OH-]. Yields the product COCCCOc1cc(OC)cc(C(=O)O)c1. RXN SMILES: [CH3:28][OH:29].[CH3:8][O:9][C:10]([c:11]1[cH:12][c:13]([O:23][CH3:24])[cH:14][c:15]([O:17][CH2:18][CH2:19][CH2:20][O:21][CH3:22])[cH:16]1)=[O:25].[F:1][C:2]([F:3])([F:4])[C:5]([OH:6])=[O:7].[Na+:27].[OH-:26]>>[O:9]=[C:10]([c:11]1[cH:12][c:13]([O:23][CH3:24])[cH:14][c:15]([O:17][CH2:18][CH2:19][CH2:20][O:21][CH3:22])[cH:16]1)[OH:25]. Starting materials: 9.47, C(C)(=O)O (acetic acid), C(C)(=O)OCC (ethyl acetate), FC1=CC=C(C=C1)C1=C(C(CC(C1)(C)C)(C)C)/C=C/C=O ((E)-3-[2-(4-fluorophenyl)-4,4,6,6-tetramethylcyclohexenyl]-2-propenaldehyd). Solvent: C1CCOC1 (THF), C1CCOC1 (THF). Conditions: temperature -10 celsius, time 30 minute. Yields the product FC1=CC=C(C=C1)C1=C(C(CC(C1)(C)C)(C)C)/C=C/C(CC(CC(=O)OC)=O)O (Methyl (E)-7-[2-(4-fluorophenyl)-4,4,6,6-tetramethylcyclohexenyl]-5-hydroxy-3-oxo-6-heptenoate). As a reaction SMILES: [F:1][C:2]1[CH:7]=[CH:6][C:5]([C:8]2[CH2:13][C:12]([CH3:15])([CH3:14])[CH2:11][C:10]([CH3:17])([CH3:16])[C:9]=2/[CH:18]=[CH:19]/[CH:20]=[O:21])=[CH:4][CH:3]=1.[C:22](O)(=[O:24])[CH3:23].[C:26]([O:29][CH2:30]C)(=[O:28])[CH3:27]>C1COCC1>[F:1][C:2]1[CH:3]=[CH:4][C:5]([C:8]2[CH2:13][C:12]([CH3:14])([CH3:15])[CH2:11][C:10]([CH3:16])([CH3:17])[C:9]=2/[CH:18]=[CH:19]/[CH:20]([OH:21])[CH2:23][C:22](=[O:24])[CH2:27][C:26]([O:29][CH3:30])=[O:28])=[CH:6][CH:7]=1. Procedure: To the yellow solution of the dianion was added a 0.25M THF solution of 8.58 g (30 mmoles) of the aldehyde prepared in Step 7. The addition took 30 minutes. The reaction mixture was stirred an additional 30 minutes at -10° C., then quenched with 9.47 (165.6 mmoles) of acetic acid in 40 ml of THF. The reaction mixture was poured into ethyl acetate and extracted with H2O, saturated NaHCO3 and brine. Starting materials: Cl.NC1C(NC(CC1)=O)=O (3-amino-piperidine-2,6-dione hydrogen chloride), N1C=NC=C1 (imidazole), P(OC1=CC=CC=C1)(OC1=CC=CC=C1)OC1=CC=CC=C1 (triphenyl phosphite), NC1=C(C(=O)O)C=C(C=C1)CNC(=O)OC(C)(C)C (2-amino-5-(tert-butoxycarbonylamino-methyl)-benzoic acid), N1C=NC=C1 (imidazole), C(C)(=O)Cl (acetyl chloride). Solvent: O (water), C(C)#N (acetonitrile). Reaction conditions: time 8 hour. Yields the product C(C)(C)(C)OC(NCC=1C=C2C(N(C(=NC2=CC1)C)C1C(NC(CC1)=O)=O)=O)=O ([3-(2,6-dioxo-piperidin-3-yl)-2-methyl-4-oxo-3,4-dihydro-quinazolin-6-ylmethyl]-carbamic acid tert-butyl ester). The yield is 69.4%. RXN SMILES: [NH2:1][C:2]1[CH:10]=[CH:9][C:8]([CH2:11][NH:12][C:13]([O:15][C:16]([CH3:19])([CH3:18])[CH3:17])=[O:14])=[CH:7][C:3]=1[C:4]([OH:6])=O.N1[CH:24]=[CH:23]N=C1.C(Cl)(=O)C.Cl.[NH2:30][CH:31]1[CH2:36][CH2:35][C:34](=[O:37])[NH:33][C:32]1=[O:38].P(OC1C=CC=CC=1)(OC1C=CC=CC=1)OC1C=CC=CC=1>C(#N)C.O>[C:16]([O:15][C:13](=[O:14])[NH:12][CH2:11][C:8]1[CH:7]=[C:3]2[C:2](=[CH:10][CH:9]=1)[N:1]=[C:23]([CH3:24])[N:30]([CH:31]1[CH2:36][CH2:35][C:34](=[O:37])[NH:33][C:32]1=[O:38])[C:4]2=[O:6])([CH3:19])([CH3:18])[CH3:17] |f:3.4|. Reported procedure: To a stirred solution of 2-amino-5-(tert-butoxycarbonylamino-methyl)-benzoic acid (9.3 g, 34.9 mmol), imidazole (2.85 g, 41.9 mmol) in acetonitrile (120 mL), was added acetyl chloride (3.0 mL, 41.9 mmol) and stirred at room temp overnight. Then to the mixture, was added 3-amino-piperidine-2,6-dione hydrogen chloride (5.74 g, 34.9 mmol), imidazole (4.76 g, 69.8 mmol) and triphenyl phosphite (11.0 mL, 41.9 mmol), and the mixture was heated to reflux for 6 hours. The mixture was allowed to cool to ... The reactants are F[B-](F)(F)F, CCO, CCN(C(C)C)C(C)C, CC(N)c1nc2cc(Cl)ccc2[nH]1, Cl, ClCCl, C1CCOC1, COc1cc(C(=O)O)ccc1Cn1ccnc1, CN(C)C(On1nnc2ccccc21)=[N+](C)C. Yields the product COc1cc(C(=O)NC(C)c2nc3cc(Cl)ccc3[nH]2)ccc1Cn1ccnc1. As a reaction SMILES: [B-:18]([F:19])([F:20])([F:21])[F:22].[CH2:68]([OH:69])[CH3:70].[CH:40]([N:41]([CH:42]([CH3:43])[CH3:44])[CH2:45][CH3:46])([CH3:47])[CH3:48].[Cl:49][c:50]1[cH:51][c:52]2[c:53]([nH:54][c:55]([CH:57]([CH3:58])[NH2:59])[n:56]2)[cH:60][cH:61]1.[Cl:62].[Cl:71][CH2:72][Cl:73].[O:63]1[CH2:64][CH2:65][CH2:66][CH2:67]1.[n:1]1([CH2:6][c:7]2[c:8]([O:16][CH3:17])[cH:9][c:10]([C:11](=[O:12])[OH:13])[cH:14][cH:15]2)[cH:2][n:3][cH:4][cH:5]1.[n:23]1([O:24][C:25]([N:26]([CH3:27])[CH3:28])=[N+:29]([CH3:30])[CH3:31])[c:32]2[cH:33][cH:34][cH:35][cH:36][c:37]2[n:38][n:39]1>>[n:1]1([CH2:6][c:7]2[c:8]([O:16][CH3:17])[cH:9][c:10]([C:11](=[O:13])[NH:59][CH:57]([c:55]3[nH:54][c:53]4[c:52]([cH:51][c:50]([Cl:49])[cH:61][cH:60]4)[n:56]3)[CH3:58])[cH:14][cH:15]2)[cH:2][n:3][cH:4][cH:5]1. Reactants: CCC(=CCO)c1cccc(CCc2ccc(C(O[SiH](C)C)C(C)(C)C)c(C(O[SiH](C)C)C(C)(C)C)c2)c1, ClCCl. The product is CCC(=CC=O)c1cccc(CCc2ccc(C(O[SiH](C)C)C(C)(C)C)c(C(O[SiH](C)C)C(C)(C)C)c2)c1. As a reaction SMILES: [C:1]([CH3:2])([CH3:3])([CH3:4])[CH:5]([c:6]1[cH:7][c:8]([CH2:21][CH2:22][c:23]2[cH:24][c:25]([C:29](=[CH:30][CH2:31][OH:32])[CH2:33][CH3:34])[cH:26][cH:27][cH:28]2)[cH:9][cH:10][c:11]1[CH:12]([O:13][SiH:14]([CH3:15])[CH3:16])[C:17]([CH3:18])([CH3:19])[CH3:20])[O:35][SiH:36]([CH3:37])[CH3:38].[Cl:39][CH2:40][Cl:41]>>[C:1]([CH3:2])([CH3:3])([CH3:4])[CH:5]([c:6]1[cH:7][c:8]([CH2:21][CH2:22][c:23]2[cH:24][c:25]([C:29](=[CH:30][CH:31]=[O:32])[CH2:33][CH3:34])[cH:26][cH:27][cH:28]2)[cH:9][cH:10][c:11]1[CH:12]([O:13][SiH:14]([CH3:15])[CH3:16])[C:17]([CH3:18])([CH3:19])[CH3:20])[O:35][SiH:36]([CH3:37])[CH3:38]. Starting materials: ClC1=NC(=C2NC=NC2=N1)Cl (2,6-dichloropurine), FC(C1=CC=C2CCNC2=C1)(F)F (6-(trifluoromethyl)indoline). The solvent is C(CCC)O (butanol). Reaction conditions: time 23 hour. The product is ClC1=NC(=C2N=CNC2=N1)N1CCC2=CC=C(C=C12)C(F)(F)F (2-chloro-6-[2,3-dihydro-6-(trifluoromethyl)-1H-indol-1-yl]-9H-purine). Isolated yield 92.4%. As a reaction SMILES: [Cl:1][C:2]1[N:10]=[C:9]2[C:5]([NH:6][CH:7]=[N:8]2)=[C:4](Cl)[N:3]=1.[F:12][C:13]([F:24])([F:23])[C:14]1[CH:22]=[C:21]2[C:17]([CH2:18][CH2:19][NH:20]2)=[CH:16][CH:15]=1>C(O)CCC>[Cl:1][C:2]1[N:10]=[C:9]2[C:5]([N:6]=[CH:7][NH:8]2)=[C:4]([N:20]2[C:21]3[C:17](=[CH:16][CH:15]=[C:14]([C:13]([F:12])([F:23])[F:24])[CH:22]=3)[CH2:18][CH2:19]2)[N:3]=1. Procedure: 756 mg of 2,6-dichloropurine, 8 ml of butanol and 897 mg of 6-(trifluoromethyl)indoline are mixed and brought to a temperature of 90° C. for approximately 23 hours. The mixture is allowed to return to ambient temperature. Partial drying, washing with ethyl ether and drying under vacuum at 50° C. are carried out, and 1.256 g of expected product are obtained, in the form of beige crystals.